From a dataset of the Open Reaction Database (ORD), a public repository of structured organic reaction records. describe an organic reaction: reactants, conditions, products, and yield Starting materials: crude residue, CC1(CCOC2=CC(=CC=C12)OCC(=O)O)C ([(4,4-Dimethyl-3,4-dihydro-2H-chromen-7-yl)oxy]acetic acid), [Cl-].ClC1[NH+](CCN1C)C (2-chloro-1,3-dimethylimidazolinium chloride), Cl.NCC1=CC(=C(C=C1)NS(=O)(=O)C)F (N{4-(aminomethyl)-2-fluorophenyl]methanesulfonamide hydrochloride). Solvent: C(C)N(CC)CC (triethylamine). Yields the product CC1(CCOC2=CC(=CC=C12)OCC(=O)NCC1=CC(=C(C=C1)NS(=O)(=O)C)F)C (2-[(4,4-Dimethyl-3,4-dihydro-2H-chromen-7-yl)oxy]-N{3-fluoro-4-[(methylsulfonyl)amino]benzyl}acetamide). The yield is 19.7%. Reaction SMILES: [CH3:1][C:2]1([CH3:17])[C:11]2[C:6](=[CH:7][C:8]([O:12][CH2:13][C:14]([OH:16])=O)=[CH:9][CH:10]=2)[O:5][CH2:4][CH2:3]1.[Cl-].ClC1N(C)CC[NH+]1C.Cl.[NH2:28][CH2:29][C:30]1[CH:35]=[CH:34][C:33]([NH:36][S:37]([CH3:40])(=[O:39])=[O:38])=[C:32]([F:41])[CH:31]=1>C(N(CC)CC)C>[CH3:17][C:2]1([CH3:1])[C:11]2[C:6](=[CH:7][C:8]([O:12][CH2:13][C:14]([NH:28][CH2:29][C:30]3[CH:35]=[CH:34][C:33]([NH:36][S:37]([CH3:40])(=[O:39])=[O:38])=[C:32]([F:41])[CH:31]=3)=[O:16])=[CH:9][CH:10]=2)[O:5][CH2:4][CH2:3]1 |f:1.2,3.4|. Procedure details: [(4,4-Dimethyl-3,4-dihydro-2H-chromen-7-yl)oxy]acetic acid (118 mg, 0.5 mmol), 2-chloro-1,3-dimethylimidazolinium chloride (CDI) (89 mg, 0.55 mmol), triethylamine (0.33 ml) and N{4-(aminomethyl)-2-fluorophenyl]methanesulfonamide hydrochloride (140 mg, 0.55 mmol) were treated in the same procedure described in Example 2(b). The crude residue was applied to a silica gel chromatography column and eluted with a volume mixture of hexane and ethyl acetate (3/1 to 1/1) to furnish 43 mg (20% yield) of t... Starting materials: O=C([O-])[O-], CC1CNCC(C)C1, CN(C)C=O, [Cl-], CC#CCOc1cc(Cl)ncn1, Cl, [K+], [K+], [NH4+]. Yields the product CC#CCOc1cc(N2CC(C)CC(C)C2)ncn1. As a reaction SMILES: [C:13](=[O:14])([O-:15])[O-:16].[CH3:20][CH:21]1[CH2:22][NH:23][CH2:24][CH:25]([CH3:27])[CH2:26]1.[CH3:30][N:31]([CH3:32])[CH:33]=[O:34].[Cl-:28].[Cl:1][c:2]1[n:3][cH:4][n:5][c:6]([O:8][CH2:9][C:10]#[C:11][CH3:12])[cH:7]1.[ClH:19].[K+:17].[K+:18].[NH4+:29]>>[c:2]1([N:23]2[CH2:22][CH:21]([CH3:20])[CH2:26][CH:25]([CH3:27])[CH2:24]2)[n:3][cH:4][n:5][c:6]([O:8][CH2:9][C:10]#[C:11][CH3:12])[cH:7]1. Reactants: ClC1=[N+](C(=CC=C1)Cl)[O-] (2,6-dichloropyridine N-oxide), CC(CO)CC(C)(C)C (2,4,4-trimethyl-1-pentanol), [OH-].[Na+] (sodium hydroxide). Solvent: CS(=O)C (DMSO). Product: ClC1=[N+](C(=CC=C1)OCC(CC(C)(C)C)C)[O-] (2-chloro-6-(2,4,4-trimethypentyloxy) pyridine N-oxide). RXN SMILES: Cl[C:2]1[CH:7]=[CH:6][CH:5]=[C:4]([Cl:8])[N+:3]=1[O-:9].[CH3:10][CH:11]([CH2:14][C:15]([CH3:18])([CH3:17])[CH3:16])[CH2:12][OH:13].[OH-].[Na+]>CS(C)=O>[Cl:8][C:4]1[CH:5]=[CH:6][CH:7]=[C:2]([O:13][CH2:12][CH:11]([CH3:10])[CH2:14][C:15]([CH3:18])([CH3:17])[CH3:16])[N+:3]=1[O-:9] |f:2.3|. Reported procedure: The 0.82 g (0.0050 moles) of 2,6-dichloropyridine N-oxide and 0.664 g (98%) (0.0050 moles) of 2,4,4-trimethyl-1-pentanol was reacted with 0.211 g (0.0050 moles) of ground sodium hydroxide in 8.2 ml of DMSO at 100° C. overnight to give 2-chloro-6-(2,4,4-trimethypentyloxy) pyridine N-oxide. It was reacted with 0.600 g (0.015 moles) of ground sodium hydroxide at 100° C. for 4.5 hours to give 1-hydroxy-6-(2,4,4-trimethylpentyloxy)pyridine-2(1H)-one. After cooling, it was added 74 ml of water and was... Reactants: CCN(CC)P1(=NC(C)(C)C)N(C)CCCN1C, COc1cccc(-c2nc3ncc(-c4ccccc4)cc3[nH]2)c1, CN(C)C=O, CI. The product is COc1cccc(-c2nc3ncc(-c4ccccc4)cc3n2C)c1. RXN SMILES: [C:24]([N:25]=[P:26]1([N:27]([CH2:28][CH3:29])[CH2:30][CH3:31])[N:32]([CH3:33])[CH2:34][CH2:35][CH2:36][N:37]1[CH3:38])([CH3:39])([CH3:40])[CH3:41].[CH3:1][O:2][c:3]1[cH:4][c:5](-[c:9]2[nH:10][c:11]3[c:12]([n:13][cH:14][c:15](-[c:17]4[cH:18][cH:19][cH:20][cH:21][cH:22]4)[cH:16]3)[n:23]2)[cH:6][cH:7][cH:8]1.[CH:44]([N:45]([CH3:46])[CH3:47])=[O:48].[I:42][CH3:43]>>[CH3:1][O:2][c:3]1[cH:4][c:5](-[c:9]2[n:10]([CH3:24])[c:11]3[c:12]([n:13][cH:14][c:15](-[c:17]4[cH:18][cH:19][cH:20][cH:21][cH:22]4)[cH:16]3)[n:23]2)[cH:6][cH:7][cH:8]1.